This data is from the Open Reaction Database (ORD), a public repository of structured organic reaction records. The task is: describe an organic reaction: reactants, conditions, products, and yield Reactants: NC1=C(C=C(C=C1)C1=NN(C2=NC=NC(=C21)N)[C@@H]2CC[C@H](CC2)N2CCN(CC2)C)OC (trans-3-(4-amino-3-methoxyphenyl)-1-[4-(4-methylpiperazino)cyclohexyl]-1H-pyrazolo[3,4-d]pyrimidin-4-amine), CN1C(=CC2=CC=CC=C12)C(=O)O (1-methyl-1H-2-indolecarboxylic acid), C(C(=O)Cl)(=O)Cl (oxalyl chloride). Reagents/catalysts: CN(C)C=O (DMF). The solvent is N1=CC=CC=C1 (pyridine), ClCCl (dichloromethane), ClCCl (dichloromethane). Run at time 8 hour. Yields the product NC1=C2C(=NC=N1)N(N=C2C2=CC(=C(C=C2)NC(=O)C=2N(C1=CC=CC=C1C2)C)OC)[C@@H]2CC[C@H](CC2)N2CCN(CC2)C (trans-N2-(4-{4-amino-1-[4-(4-methylpiperazino)cyclohexyl]-1H-pyrazolo[3,4-d]pyrimidin-3-yl}-2-methoxyphenyl)-1-methyl-1H-2-indolecarboxamide). The yield is 80.2%. As a reaction SMILES: [CH3:1][N:2]1[C:10]2[C:5](=[CH:6][CH:7]=[CH:8][CH:9]=2)[CH:4]=[C:3]1[C:11]([OH:13])=O.C(Cl)(=O)C(Cl)=O.[NH2:20][C:21]1[CH:26]=[CH:25][C:24]([C:27]2[C:35]3[C:30](=[N:31][CH:32]=[N:33][C:34]=3[NH2:36])[N:29]([C@H:37]3[CH2:42][CH2:41][C@H:40]([N:43]4[CH2:48][CH2:47][N:46]([CH3:49])[CH2:45][CH2:44]4)[CH2:39][CH2:38]3)[N:28]=2)=[CH:23][C:22]=1[O:50][CH3:51]>ClCCl.CN(C=O)C.N1C=CC=CC=1>[NH2:36][C:34]1[N:33]=[CH:32][N:31]=[C:30]2[N:29]([C@H:37]3[CH2:42][CH2:41][C@H:40]([N:43]4[CH2:44][CH2:45][N:46]([CH3:49])[CH2:47][CH2:48]4)[CH2:39][CH2:38]3)[N:28]=[C:27]([C:24]3[CH:25]=[CH:26][C:21]([NH:20][C:11]([C:3]4[N:2]([CH3:1])[C:10]5[C:5]([CH:4]=4)=[CH:6][CH:7]=[CH:8][CH:9]=5)=[O:13])=[C:22]([O:50][CH3:51])[CH:23]=3)[C:35]=12. Procedure details: To 1-methyl-1H-2-indolecarboxylic acid (0.802 g, 4.58 mmol) in dichloromethane (14 mL) was added oxalyl chloride (4 mL, 45.8 mmol) and DMF (1 drop). The reaction mixture was stirred overnight. Solvent was evaporated and the residue was dissolved in Dichloromethane (5 mL). Half of the dichloromethane solution (2.5 mL) was added to a solution of trans-3-(4-amino-3-methoxyphenyl)-1-[4-(4-methylpiperazino)cyclohexyl]-1H-pyrazolo[3,4-d]pyrimidin-4-amine (0.50 g, 1.145 mmol) in pyridine (6 mL) at 0° C... Starting materials: CCc1c(F)ccc(C#N)c1Cl, [Li+], [Li+], O=C([O-])[O-], CC1NCCC1C(C)(C)O. Yields the product CCc1c(N2CCC(C(C)(C)O)C2C)ccc(C#N)c1Cl. As a reaction SMILES: [Cl:1][c:2]1[c:3]([C:4]#[N:5])[cH:6][cH:7][c:8]([F:12])[c:9]1[CH2:10][CH3:11].[Li+:23].[Li+:24].[O-:25][C:26](=[O:27])[O-:28].[OH:13][C:14]([CH3:15])([CH3:16])[CH:17]1[CH:18]([CH3:22])[NH:19][CH2:20][CH2:21]1>>[Cl:1][c:2]1[c:3]([C:4]#[N:5])[cH:6][cH:7][c:8]([N:19]2[CH:18]([CH3:22])[CH:17]([C:14]([OH:13])([CH3:15])[CH3:16])[CH2:21][CH2:20]2)[c:9]1[CH2:10][CH3:11]. Reactants: CCOC(Cc1ccc(-c2cccc(NC)c2)nc1)C(=O)O, CO, O=S(=O)(O)O. Yields the product CCOC(Cc1ccc(-c2cccc(NC)c2)nc1)C(=O)OC. Reaction SMILES: [CH2:1]([CH3:2])[O:3][CH:4]([C:5](=[O:6])[OH:7])[CH2:8][c:9]1[cH:10][n:11][c:12](-[c:15]2[cH:16][c:17]([NH:21][CH3:22])[cH:18][cH:19][cH:20]2)[cH:13][cH:14]1.[CH3:28][OH:29].[S:23](=[O:24])(=[O:25])([OH:26])[OH:27]>>[CH2:1]([CH3:2])[O:3][CH:4]([C:5](=[O:6])[O:7][CH3:28])[CH2:8][c:9]1[cH:10][n:11][c:12](-[c:15]2[cH:16][c:17]([NH:21][CH3:22])[cH:18][cH:19][cH:20]2)[cH:13][cH:14]1. Product: CC1=C(C=NC=C1)N1C(N(CC1)C=1C=NNC1)=O (1-(4-Methyl-pyridin-3-yl)-3-(1H-pyrazol-4-yl)-imidazolidin-2-one). Solvent: O1CCOCC1 (dioxane), C(Cl)Cl (DCM). Reaction SMILES: Cl.O1CCOCC1.[CH3:8][C:9]1[CH:14]=[CH:13][N:12]=[CH:11][C:10]=1[N:15]1[CH2:19][CH2:18][N:17]([C:20]2[CH:21]=[N:22][N:23](C(C3C=CC=CC=3)(C3C=CC=CC=3)C3C=CC=CC=3)[CH:24]=2)[C:16]1=[O:44].CO>O1CCOCC1.C(Cl)Cl>[CH3:8][C:9]1[CH:14]=[CH:13][N:12]=[CH:11][C:10]=1[N:15]1[CH2:19][CH2:18][N:17]([C:20]2[CH:24]=[N:23][NH:22][CH:21]=2)[C:16]1=[O:44] |f:0.1|. Procedure details: Using the same reaction conditions as in Example 14, 1-(4-methyl-pyridin-3-yl)-imidazolidin-2-one (I-14b: 150 mg, 0.8465 mmol) was reacted with 4-bromo-1-trityl-1H-pyrazole (369.3 mg, 0.8465 mmol), 1,4-dioxane (50 mL), copper iodide (16 mg, 0.08465 mmol), trans-1,2-diamino cyclohexane (29 mg, 0.2539 mmol) and potassium carbonate (468 mg, 3.3860 mmol) to afford the crude product. Purification by column chromatography on silica gel (2% MeOH in chloroform) afforded 250 mg of 1-(4-Methyl-pyridin-3-y... The yield is 63.9%. Starting materials: Cl.O1CCOCC1 (Dioxane hydrochloride), CC1=C(C=NC=C1)N1C(N(CC1)C=1C=NN(C1)C(C1=CC=CC=C1)(C1=CC=CC=C1)C1=CC=CC=C1)=O (1-(4-methyl-pyridin-3-yl)-3-(1-trityl-1H-pyrazol-4-yl)-imidazolidin-2-one), CO (MeOH). Reactants: N1=CC=CC=C1 (pyridine), NC1=C(C=C(C=C1)Cl)C1C2(C(NC(C1)=O)C(=C)C)C(NC1=CC(=CC=C12)Cl)=O (racemic (2′R,3R,4′S)-4′-(2-amino-5-chloro-phenyl)-6-chloro-2′-isopropenylspiro[3H-indole-3,3′-piperidine]-2,6′(1H)-dione), CS(=O)(=O)Cl (methanesulfonyl chloride). Run in C(C)#N (acetonitrile). Reaction conditions: time 4 hour. Yields the product ClC1=CC=C2C(=C1)NC(C21C(NC(CC1C1=C(C=CC(=C1)Cl)NS(=O)(=O)C)=O)C(=C)C)=O (racemic (2′R,3R,4′S)-6-chloro-4′-(5-chloro-2-methanesulfonylamino-phenyl)-2′-isopropenylspiro[3H-indole-3,3′-piperidine]-2,6′(1H)-dione). Isolated yield 16.2%. Reaction SMILES: [NH2:1][C:2]1[CH:7]=[CH:6][C:5]([Cl:8])=[CH:4][C:3]=1[CH:9]1[CH2:14][C:13](=[O:15])[NH:12][CH:11]([C:16]([CH3:18])=[CH2:17])[C:10]21[C:26]1[C:21](=[CH:22][C:23]([Cl:27])=[CH:24][CH:25]=1)[NH:20][C:19]2=[O:28].[CH3:29][S:30](Cl)(=[O:32])=[O:31].N1C=CC=CC=1>C(#N)C>[Cl:27][C:23]1[CH:22]=[C:21]2[NH:20][C:19](=[O:28])[C:10]3([CH:9]([C:3]4[CH:4]=[C:5]([Cl:8])[CH:6]=[CH:7][C:2]=4[NH:1][S:30]([CH3:29])(=[O:32])=[O:31])[CH2:14][C:13](=[O:15])[NH:12][CH:11]3[C:16]([CH3:18])=[CH2:17])[C:26]2=[CH:25][CH:24]=1. Reported procedure: To a mixture of racemic (2′R,3R,4′S)-4′-(2-amino-5-chloro-phenyl)-6-chloro-2′-isopropenylspiro[3H-indole-3,3′-piperidine]-2,6′(1H)-dione (40 mg, 0.1 mmol), methanesulfonyl chloride (0.0092 mL, 0.15 mmol), in acetonitrile (5 mL) was added pyridine (23 mg, 0.3 mmol) at r.t. The reaction mixture was stirred for 4 h. The mixture was concentrated and partitioned between ethyl acetate and water. The organic layer was separated, and the aqueous layer was extracted with ethyl acetate. The combined organ... Starting materials: C(C)(C)(C)C1CCC(CC1)=O (4-t-butylcyclohexanone), C(C)N(C1=CC=CC=C1)S(F)(F)F (N-ethyl-N-phenylaminosulfur trifluoride), FC1=CC=C(C=C1)OC (4-fluoroanisole), B(F)(F)F.CCOCC (BF3.OEt2). The solvent is C(Cl)Cl (CH2Cl2). Reaction conditions: time 6 hour. The product is FC1(CCC(CC1)C(C)(C)C)F (1,1-difluoro-4-t-butylcyclohexane). The yield is 99.0%. As a reaction SMILES: [C:1]([CH:5]1CCC(=O)CC1)(C)([CH3:3])[CH3:2].C(N(S(F)(F)[F:22])C1C=CC=CC=1)C.B(F)(F)F.CCOCC.[F:34][C:35]1[CH:40]=[CH:39][C:38](OC)=[CH:37][CH:36]=1>C(Cl)Cl>[F:34][C:35]1([F:22])[CH2:40][CH2:39][CH:38]([C:1]([CH3:5])([CH3:3])[CH3:2])[CH2:37][CH2:36]1 |f:2.3|. Procedure: A solution of 4-t-butylcyclohexanone (308 mg, 2.0 mmol) in CH2Cl2 (10.0 mL) was added to N-ethyl-N-phenylaminosulfur trifluoride (627 mg, 3.0 mmol ) at room temperature under N2. BF3.OEt2 (100 mL) was added and the mixture was stirred for 6 h at room temperature. The mixture was washed with saturated NaHCO3, dried (Na2SO4), filtered and evaporated in vacuo. Proton and Fluorine NMR with 4-fluoroanisole (2 mmol) as internal standard showed that a 99% yield of 1,1-difluoro-4-t-butylcyclohexane was ... Reactants: C(C)(C)(C)OC(=O)N1[C@H](CCC1)COS(=O)(=O)CC1=CC=C(C=C1)C (1-t-butoxycarbonyl-(2R)-2-(p-tolylmethanesulfonyloxymethyl)pyrrolidine), OC=1C=C(C#N)C=CC1I (3-hydroxy-4-iodobenzonitrile), C(C)(C)(C)OC(=O)N1[C@H](CCC1)COS(=O)(=O)CC1=CC=C(C=C1)C (1-t-butoxycarbonyl-(2R)-2-(p-tolylmethanesulfonyloxymethyl)pyrrolidine), C([O-])([O-])=O.[K+].[K+] (potassium carbonate), C(C)(=O)OCC (ethyl acetate). Run in CN(C)C=O (DMF). Reaction conditions: temperature 50 celsius, time 16 hour. The product is IC1=C(C=C(C#N)C=C1)OC[C@@H]1N(CCC1)C(=O)OC(C)(C)C (4-iodo-3-[(2R)-(1-t-butoxycarbonyl-pyrrolidine-2-ylmethoxy)]benzonitrile). RXN SMILES: [OH:1][C:2]1[CH:3]=[C:4]([CH:7]=[CH:8][C:9]=1[I:10])[C:5]#[N:6].[C:11]([O:15][C:16]([N:18]1[CH2:22][CH2:21][CH2:20][C@@H:19]1[CH2:23]OS(CC1C=CC(C)=CC=1)(=O)=O)=[O:17])([CH3:14])([CH3:13])[CH3:12].C(=O)([O-])[O-].[K+].[K+].C(OCC)(=O)C>CN(C=O)C>[I:10][C:9]1[CH:8]=[CH:7][C:4]([C:5]#[N:6])=[CH:3][C:2]=1[O:1][CH2:23][C@H:19]1[CH2:20][CH2:21][CH2:22][N:18]1[C:16]([O:15][C:11]([CH3:12])([CH3:14])[CH3:13])=[O:17] |f:2.3.4|. Procedure details: 2.0 g (8.16 mmol) of 3-hydroxy-4-iodobenzonitrile was dissolved in 20 ml of DMF. 5.8 g (16.3 mmol) of 1-t-butoxycarbonyl-(2R)-2-(p-tolylmethanesulfonyloxymethyl)pyrrolidine and 3.37 g (24.4 mmol) of potassium carbonate were added to the obtained solution, and they were stirred at 50° C. for 16 hours. 1.5 g (4.2 mmol) of 1-t-butoxycarbonyl-(2R)-2-(p-tolylmethanesulfonyloxymethyl)pyrrolidine was added to the obtained mixture, and they were stirred at 50° C. for 4 hours. After the treatment with et... Starting materials: C(C)(C)(C)C1=CC=C(C=C1)C1=NC(=NC(=N1)C1=CC=C(C=C1)C(C)(C)C)C1=C(C=C(C(=C1)CCCCCC)O)O (2,4-bis(4-tert-butylphenyl)-6-(2,4-dihydroxy-5-hexylphenyl)-1,3,5-triazine), ICCCCCCCC (1-iodooctane), C([O-])([O-])=O.[K+].[K+] (potassium carbonate). Reagents/catalysts: CCCCCCCC[N+](C)(CCCCCCCC)CCCCCCCC.[Cl-] (Aliquat® 336). Solvent: C(C(C)C)C(=O)C (methyl isobutyl ketone). Reaction conditions: temperature 117.5 celsius. Yields the product C(C)(C)(C)C1=CC=C(C=C1)C1=NC(=NC(=N1)C1=CC=C(C=C1)C(C)(C)C)C1=C(C=C(C(=C1)CCCCCC)OCCCCCCCC)O (2,4-bis(4-tert-butylphenyl)-6-(2-hydroxy-4-octyloxy-5-hexylphenyl)-1,3,5-triazine). Reaction SMILES: [C:1]([C:5]1[CH:10]=[CH:9][C:8]([C:11]2[N:16]=[C:15]([C:17]3[CH:22]=[CH:21][C:20]([C:23]([CH3:26])([CH3:25])[CH3:24])=[CH:19][CH:18]=3)[N:14]=[C:13]([C:27]3[CH:32]=[C:31]([CH2:33][CH2:34][CH2:35][CH2:36][CH2:37][CH3:38])[C:30]([OH:39])=[CH:29][C:28]=3[OH:40])[N:12]=2)=[CH:7][CH:6]=1)([CH3:4])([CH3:3])[CH3:2].I[CH2:42][CH2:43][CH2:44][CH2:45][CH2:46][CH2:47][CH2:48][CH3:49].C(=O)([O-])[O-].[K+].[K+]>CCCCCCCC[N+](CCCCCCCC)(CCCCCCCC)C.[Cl-].C(C(C)=O)C(C)C>[C:23]([C:20]1[CH:19]=[CH:18][C:17]([C:15]2[N:16]=[C:11]([C:8]3[CH:7]=[CH:6][C:5]([C:1]([CH3:2])([CH3:4])[CH3:3])=[CH:10][CH:9]=3)[N:12]=[C:13]([C:27]3[CH:32]=[C:31]([CH2:33][CH2:34][CH2:35][CH2:36][CH2:37][CH3:38])[C:30]([O:39][CH2:42][CH2:43][CH2:44][CH2:45][CH2:46][CH2:47][CH2:48][CH3:49])=[CH:29][C:28]=3[OH:40])[N:14]=2)=[CH:22][CH:21]=1)([CH3:26])([CH3:25])[CH3:24] |f:2.3.4,5.6|. Reported procedure: A stirred mixture of 2,4-bis(4-tert-butylphenyl)-6-(2,4-dihydroxy-5-hexylphenyl)-1,3,5-triazine, 5 g of 1-iodooctane, 1 g of Aliquat® 336 (tricaprylmethylammonium chloride), 14 g anhydrous potassium carbonate, and 200 mL methyl isobutyl ketone (MIBK) was heated at 115-120° C. for 5 hr, and then allowed to cool to room temperature. The mixture was extracted with methylene chloride and the combined methylene chloride extracts were concentrated under reduced pressure. The resulting semi-solid resid... Run in CC1=CC=CC=C1. The reagents and catalysts are CC(C)(C)[O-].[Na+], C1=CC=C(C=C1)P(C2=CC=CC=C2)C3=C(C4=CC=CC=C4C=C3)C5=C(C=CC6=CC=CC=C65)P(C7=CC=CC=C7)C8=CC=CC=C8, C1=CC=C(C=C1)/C=C/C(=O)/C=C/C2=CC=CC=C2.C1=CC=C(C=C1)/C=C/C(=O)/C=C/C2=CC=CC=C2.C1=CC=C(C=C1)/C=C/C(=O)/C=C/C2=CC=CC=C2.[Pd].[Pd]. Yield: 10.0%. Reactants: C1CCNCC1, C1=CC(=C(C=C1C(=O)O)Cl)Br. Product: C1CCN(CC1)C2=C(C=C(C=C2)C(=O)O)Cl. Conditions: temperature 80 celsius. Procedure: 4-bromo-3-chlorobenzoic acid (0.353 g, 1.5 mmol), piperidine (0.234 mL, 2.25 mmol), and sodium tert-butoxide (0.216 g, 2.25 mmol) were stirred together under N2 and heated to 80 °C. Pd2(dba)3 (0.014 g, 0.015 mmol), and BINAP (0.031 g, 0.05 mmol) were mixed in toluene (2 mL) and then added to the mixture and stirred at 110 °C overnight.  LCMS showed a very small amount of desired product (~2%). The reaction mixture was degassed with N2 for 30 minutes, then addtional Pd/ Binap was added. The react... RXN SMILES: [C:1]([CH3:2])([CH3:3])([CH3:4])[CH:5]1[CH:6]([O:16][SiH:17]([c:18]2[cH:19][cH:20][cH:21][cH:22][cH:23]2)[c:24]2[cH:25][cH:26][cH:27][cH:28][cH:29]2)[N:7]([c:9]2[s:10][cH:11][c:12]([CH2:14][OH:15])[n:13]2)[CH2:8]1.[CH3:68][c:69]1[cH:70][cH:71][cH:72][cH:73][cH:74]1.[O:30]=[C:31]1[CH2:32][CH2:33][C:34](=[O:35])[NH:36]1.[O:56]=[C:57]([O:58][CH2:59][CH3:60])[N:61]=[N:62][C:63]([O:64][CH2:65][CH3:66])=[O:67].[O:75]1[CH2:76][CH2:77][CH2:78][CH2:79]1.[c:37]1([P:38]([c:39]2[cH:40][cH:41][cH:42][cH:43][cH:44]2)[c:45]2[cH:46][cH:47][cH:48][cH:49][cH:50]2)[cH:51][cH:52][cH:53][cH:54][cH:55]1>>[C:1]([CH3:2])([CH3:3])([CH3:4])[CH:5]1[CH:6]([O:16][SiH:17]([c:18]2[cH:19][cH:20][cH:21][cH:22][cH:23]2)[c:24]2[cH:25][cH:26][cH:27][cH:28][cH:29]2)[N:7]([c:9]2[s:10][cH:11][c:12]([CH2:14][N:36]3[C:31](=[O:30])[CH2:32][CH2:33][C:34]3=[O:35])[n:13]2)[CH2:8]1. The product is CC(C)(C)C1CN(c2nc(CN3C(=O)CCC3=O)cs2)C1O[SiH](c1ccccc1)c1ccccc1. Reactants: CC(C)(C)C1CN(c2nc(CO)cs2)C1O[SiH](c1ccccc1)c1ccccc1, Cc1ccccc1, O=C1CCC(=O)N1, CCOC(=O)N=NC(=O)OCC, C1CCOC1, c1ccc(P(c2ccccc2)c2ccccc2)cc1.